describe an organic reaction: reactants, conditions, products, and yield From a dataset of the Open Reaction Database (ORD), a public repository of structured organic reaction records. Reactants: NC1=C(C(N(C(N1C)=O)C)=O)C=O (6-amino-5-formyl-1,3-dimethyluracil), C(#N)C=P(C1=CC=CC=C1)(C1=CC=CC=C1)C1=CC=CC=C1 (cyanomethylenetriphenylphosphorane). Solvent: C(C)#N (acetonitrile). The product is NC=1C=CC2=C(N(C(N(C2=O)C)=O)C)N1 (7-amino-1,3-dimethylpyrido[2,3-d]pyrimidine-2,4-dione). Yield: 39.5%. Reaction SMILES: [NH2:1][C:2]1[N:7]([CH3:8])[C:6](=[O:9])[N:5]([CH3:10])[C:4](=[O:11])[C:3]=1[CH:12]=O.[C:14]([CH:16]=P(C1C=CC=CC=1)(C1C=CC=CC=1)C1C=CC=CC=1)#[N:15]>C(#N)C>[NH2:15][C:14]1[CH:16]=[CH:12][C:3]2[C:4](=[O:11])[N:5]([CH3:10])[C:6](=[O:9])[N:7]([CH3:8])[C:2]=2[N:1]=1. Reported procedure: 0.18 g of 6-amino-5-formyl-1,3-dimethyluracil and 0.45 g of cyanomethylenetriphenylphosphorane were added to 20 ml of dried acetonitrile. The solution was heated under reflux for 12 hr in a stream of argon. After cooling, the precipitated crystal was separated by filtration to give 0.08 g of 7-amino-1,3-dimethylpyrido[2,3-d]pyrimidine-2,4-dione (Compound 15).